describe an organic reaction: reactants, conditions, products, and yield From a dataset of the Open Reaction Database (ORD), a public repository of structured organic reaction records. Reactants: Cc1cc(CC(=O)c2ccccc2)on1, Cc1cc(C2CNN=C2c2ccccc2)on1, CC(=O)O, ClCCl, O=C=Nc1ccc(OC(F)(F)F)cc1, NN, O=C(O)C(F)(F)F. Product: Cc1cc(C2CN(C(=O)Nc3ccc(OC(F)(F)F)cc3)N=C2c2ccccc2)on1. As a reaction SMILES: [CH3:1][c:2]1[cH:3][c:4]([CH2:5][C:6]([c:7]2[cH:8][cH:9][cH:10][cH:11][cH:12]2)=[O:13])[o:14][n:15]1.[CH3:25][c:26]1[n:27][o:28][c:29]([CH:31]2[C:32]([c:36]3[cH:37][cH:38][cH:39][cH:40][cH:41]3)=[N:33][NH:34][CH2:35]2)[cH:30]1.[CH3:59][C:60](=[O:61])[OH:62].[Cl:56][CH2:57][Cl:58].[F:42][C:43]([O:44][c:45]1[cH:46][cH:47][c:48]([N:51]=[C:52]=[O:53])[cH:49][cH:50]1)([F:54])[F:55].[NH2:23][NH2:24].[OH:16][C:17]([C:18]([F:19])([F:20])[F:21])=[O:22]>>[CH3:25][c:26]1[n:27][o:28][c:29]([CH:31]2[C:32]([c:36]3[cH:37][cH:38][cH:39][cH:40][cH:41]3)=[N:33][N:34]([C:52]([NH:51][c:48]3[cH:47][cH:46][c:45]([O:44][C:43]([F:42])([F:54])[F:55])[cH:50][cH:49]3)=[O:53])[CH2:35]2)[cH:30]1. The reactants are Cl.Cl.NCC=1NC2=CC=CC=C2C(C1C)=O (2-(aminomethyl)-3-methylquinolin-4(1H)-one dihydrochloride), ClC(=O)OCCCCC (pentyl chloroformate). Run in N1=CC=CC=C1 (pyridine). Run at time 6 hour. The product is CC1=C(NC2=CC=CC=C2C1=O)CNC(OCCCCC)=O (pentyl [(3-methyl-4-oxo-1,4-dihydroquinolin-2-yl)methyl]carbamate). The yield is 56.1%. As a reaction SMILES: Cl.Cl.[NH2:3][CH2:4][C:5]1[NH:6][C:7]2[C:12]([C:13](=[O:16])[C:14]=1[CH3:15])=[CH:11][CH:10]=[CH:9][CH:8]=2.Cl[C:18]([O:20][CH2:21][CH2:22][CH2:23][CH2:24][CH3:25])=[O:19]>N1C=CC=CC=1>[CH3:15][C:14]1[C:13](=[O:16])[C:12]2[C:7](=[CH:8][CH:9]=[CH:10][CH:11]=2)[NH:6][C:5]=1[CH2:4][NH:3][C:18](=[O:19])[O:20][CH2:21][CH2:22][CH2:23][CH2:24][CH3:25] |f:0.1.2|. Procedure details: To a solution of 2-(aminomethyl)-3-methylquinolin-4(1H)-one dihydrochloride (160 mg) in pyridine (8 mL) was added pentyl chloroformate (100 mg), followed by stirring at room temperature for 6 hours. The solvent was evaporated under reduced pressure, and the residue was purified by silica gel chromatography (eluent: chloroform/methanol) to obtain pentyl [(3-methyl-4-oxo-1,4-dihydroquinolin-2-yl)methyl]carbamate (104 mg). The reactants are Cl.Cl.C(C1=CC=CC=C1)OC1=C(C=C(C=C1)C(CC1(CCCCC1)O)N1C[C@@H](CC1)N(C)C)Cl (1-{-[4-(benzyloxy)-3-chlorophenyl]-2-[(3R)-3-(dimethylamino)pyrrolidin-1-yl]ethyl}cyclohexanol dihydrochloride), Cl.Cl.N[C@H]1CN(CC1)CC(C1=CC(=C(C=C1)OCC1=CC=CC=C1)Cl)C1(CCCCC1)O (1-{2-[(3R)-3-aminopyrrolidin-1-yl]-1-[4-(benzyloxy)-3-chlorophenyl]ethyl}cyclohexanol dihydrochloride). Yields the product Cl.Cl.C(C1=CC=CC=C1)OC1=C(C=C(C=C1)C(CN1C[C@@H](CC1)N(C)C)C1(CCCCC1)O)Cl (1-{1-[4-(benzyloxy)-3-chlorophenyl]-2-[(3R)-3-(dimethylamino)pyrrolidin-1-yl]ethyl}cyclohexanol dihydrochloride). Reaction SMILES: Cl.Cl.C(OC1C=CC([CH:17]([N:26]2[CH2:30][CH2:29][C@@H:28]([N:31]([CH3:33])[CH3:32])[CH2:27]2)[CH2:18][C:19]2([OH:25])[CH2:24][CH2:23][CH2:22][CH2:21][CH2:20]2)=CC=1[Cl:34])C1C=CC=CC=1.Cl.Cl.N[C@@H]1CCN(CC(C2(O)CCCCC2)[C:45]2[CH:50]=[CH:49][C:48]([O:51][CH2:52][C:53]3[CH:58]=[CH:57][CH:56]=[CH:55][CH:54]=3)=[C:47]([Cl:59])[CH:46]=2)C1>>[ClH:34].[ClH:59].[CH2:52]([O:51][C:48]1[CH:49]=[CH:50][C:45]([CH:18]([C:19]2([OH:25])[CH2:20][CH2:21][CH2:22][CH2:23][CH2:24]2)[CH2:17][N:26]2[CH2:30][CH2:29][C@@H:28]([N:31]([CH3:33])[CH3:32])[CH2:27]2)=[CH:46][C:47]=1[Cl:59])[C:53]1[CH:54]=[CH:55][CH:56]=[CH:57][CH:58]=1 |f:0.1.2,3.4.5,6.7.8|. Procedure: In an analogous manner to Example 36, 1-{-[4-(benzyloxy)-3-chlorophenyl]-2-[(3R)-3-(dimethylamino)pyrrolidin-1-yl]ethyl}cyclohexanol dihydrochloride was prepared from 1-{2-[(3R)-3-aminopyrrolidin-1-yl]-1-[4-(benzyloxy)-3-chlorophenyl]ethyl}cyclohexanol (See Example 383). MS (ES) m/z 457.1; HRMS: calcd for C27H37ClN2O2+H+, 457.26163. found (ESI, [M+H]+), 457.2608. Reactants: O=C1CCCC2=C1C=C(O2)C(=O)OC (methyl 4-oxo-4,5,6,7-tetrahydro-benzofuran-2-ylcarboxylate), BrN1C(CCC1=O)=O (N-bromosuccinimide), N(=NC(C#N)(C)C)C(C#N)(C)C (2,2′-azobisisobutyronitrile). The solvent is C(Cl)(Cl)(Cl)Cl (CCl4). Yields the product OC1=CC=CC2=C1C=C(O2)C(=O)OC (methyl 4-hydroxy-benzofuran-2-ylcarboxylate), solid. Isolated yield 76.0%. Reaction SMILES: [O:1]=[C:2]1[C:7]2[CH:8]=[C:9]([C:11]([O:13][CH3:14])=[O:12])[O:10][C:6]=2[CH2:5][CH2:4][CH2:3]1.BrN1C(=O)CCC1=O.N(C(C)(C)C#N)=NC(C)(C)C#N>C(Cl)(Cl)(Cl)Cl>[OH:1][C:2]1[C:7]2[CH:8]=[C:9]([C:11]([O:13][CH3:14])=[O:12])[O:10][C:6]=2[CH:5]=[CH:4][CH:3]=1. Reported procedure: To a suspension of methyl 4-oxo-4,5,6,7-tetrahydro-benzofuran-2-ylcarboxylate (5.60 g, 28.8 mmol) in CCl4 (200 ml) were added N-bromosuccinimide (5.18 g, 28.8 mmol) and 2,2′-azobisisobutyronitrile (0.483 g, 2.88 mmol). The reaction mixture was heated at reflux for 80 min and concentrated in vacuo. The residue was suspended in ethyl acetate (200 ml), washed with saturated sodium bicarbonate solution (2×50 ml), brine (50 ml), dried over sodium sulfate, filtered, and concentrated in vacuo. The crud... Starting materials: C1(=CC=C(C=C1)NS(=O)(=O)C1=NC=C(C=C1)C)C (5-methyl-pyridine-2-sulfonic acid p-tolylamide), BrCC(=O)OC(C)(C)C (tert-butyl bromoacetate). Product: CC=1C=CC(=NC1)S(=O)(=O)N(C1=CC=C(C=C1)C)CC(=O)O ([(5-Methyl-pyridine-2-sulfonyl)-p-tolyl-amino]-acetic acid). As a reaction SMILES: [C:1]1([CH3:18])[CH:6]=[CH:5][C:4]([NH:7][S:8]([C:11]2[CH:16]=[CH:15][C:14]([CH3:17])=[CH:13][N:12]=2)(=[O:10])=[O:9])=[CH:3][CH:2]=1.Br[CH2:20][C:21]([O:23]C(C)(C)C)=[O:22]>>[CH3:17][C:14]1[CH:15]=[CH:16][C:11]([S:8]([N:7]([CH2:20][C:21]([OH:23])=[O:22])[C:4]2[CH:5]=[CH:6][C:1]([CH3:18])=[CH:2][CH:3]=2)(=[O:10])=[O:9])=[N:12][CH:13]=1. Reported procedure: prepared by reaction of 5-methyl-pyridine-2-sulfonic acid p-tolylamide with tert-butyl bromoacetate